From a dataset of the Open Reaction Database (ORD), a public repository of structured organic reaction records. describe an organic reaction: reactants, conditions, products, and yield Starting materials: S1C=NC=C1 (thiazole), COC(C1=CC=C(C=C1)C(C(F)Br)=O)=O (4-(2-bromo-2-fluoro-acetyl)-benzoic acid methyl ester), CN1CCN(CC1)C(N)=S (4-methylpiperazine-1-carbothioamide). Product: desired acid, FC1=C(N=C(S1)N1CCN(CC1)C)C1=CC=C(C(=O)O)C=C1 (4-[5-fluoro-2-(4-methyl-piperazin-1-yl)-thiazol-4-yl]-benzoic acid). RXN SMILES: S1C=CN=C1.C[O:7][C:8](=[O:20])[C:9]1[CH:14]=[CH:13][C:12]([C:15](=O)[CH:16](Br)[F:17])=[CH:11][CH:10]=1.[CH3:21][N:22]1[CH2:27][CH2:26][N:25]([C:28](=[S:30])[NH2:29])[CH2:24][CH2:23]1>>[F:17][C:16]1[S:30][C:28]([N:25]2[CH2:26][CH2:27][N:22]([CH3:21])[CH2:23][CH2:24]2)=[N:29][C:15]=1[C:12]1[CH:13]=[CH:14][C:9]([C:8]([OH:7])=[O:20])=[CH:10][CH:11]=1. Reported procedure: The starting material, methyl 4-acetylbenzoate, is commercially available. Bromination at the α-position to the ketone is achieved with bromine in acetic acid to provide the desired 4-(2-bromo-acetyl)-benzoic acid methyl ester. Subsequent treatment of 4-(2-bromo-acetyl)-benzoic acid methyl ester with potassium fluoride in the presence of 18-crown-6 at 90° C., provides 4-(2-fluoro-acetyl)-benzoic acid methyl ester after column chromatography. Repeated bromination at the α-position to the ketone i... Starting materials: [Cl-].[NH4+] (ammonium chloride), C1(CC1)C1=CC(=NN1)NC=1C(=C(C(=CC1[N+](=O)[O-])F)N[C@@H](CO)C1=CC=C(C=C1)F)F ((R)-2-(3-(5-cyclopropyl-1H-pyrazol-3-ylamino)-2,6-difluoro-4-nitrophenylamino)-2-(4-fluorophenyl)ethanol), C(C)(=O)[O-].[NH4+] (ammonium acetate). Reagents/catalysts: [Zn] (zinc). Solvent: CO.C1CCOC1 (MeOH THF). Run at temperature 25 celsius, time 5 minute. Yields the product NC1=C(C(=C(C(=C1)F)N[C@@H](CO)C1=CC=C(C=C1)F)F)NC1=NNC(=C1)C1CC1 ((R)-2-(4-Amino-3-(5-cyclopropyl-1H-pyrazol-3-ylamino)-2,6-difluorophenylamino)-2-(4-fluorophenyl)ethanol). As a reaction SMILES: [Cl-].[NH4+].[CH:3]1([C:6]2[NH:10][N:9]=[C:8]([NH:11][C:12]3[C:13]([F:33])=[C:14]([NH:22][C@H:23]([C:26]4[CH:31]=[CH:30][C:29]([F:32])=[CH:28][CH:27]=4)[CH2:24][OH:25])[C:15]([F:21])=[CH:16][C:17]=3[N+:18]([O-])=O)[CH:7]=2)[CH2:5][CH2:4]1.C([O-])(=O)C.[NH4+]>CO.C1COCC1.[Zn]>[NH2:18][C:17]1[CH:16]=[C:15]([F:21])[C:14]([NH:22][C@H:23]([C:26]2[CH:31]=[CH:30][C:29]([F:32])=[CH:28][CH:27]=2)[CH2:24][OH:25])=[C:13]([F:33])[C:12]=1[NH:11][C:8]1[CH:7]=[C:6]([CH:3]2[CH2:5][CH2:4]2)[NH:10][N:9]=1 |f:0.1,3.4,5.6|. Reported procedure: A solution of saturated ammonium chloride (4 ml) was added slowly to a suspension (R)-2-(3-(5-cyclopropyl-1H-pyrazol-3-ylamino)-2,6-difluoro-4-nitrophenylamino)-2-(4-fluorophenyl)ethanol (Method 105, 0.250 g, 0.577 mmol) and zinc dust (0.189 g, 2.88 mmol) in MeOH/THF (10 ml, 1:1). The mixture was stirred at 25° C. for 5 minutes. Saturated ammonium acetate solution (5 ml) was added and the mixture was stirred for another 30 minutes. Zn dust was removed by filtration and the cake was washed with E... Reactants: C1(=CC=CC=C1)C1=NN2C(C=C(C=C2)N)=N1 (2-phenyl-[1,2,4]triazolo[1,5-a]pyridin-7-ylamine), COC(=O)C=1C=NN(C1C(=O)O)C (4-(methoxycarbonyl)-1-methyl-1H-pyrazole-5-carboxylic acid), CCCP(=O)=O (propylphosphonic anhydride), C(C)(C)N(CC)C(C)C (diisopropylethylamine). Solvent: O1CCCC1 (tetrahydrofurane), C([O-])(O)=O.[Na+] (sodium bicarbonate). Reaction conditions: time 15 minute. The product is CN1N=CC(=C1C(NC1=CC=2N(C=C1)N=C(N2)C2=CC=CC=C2)=O)C(=O)OC (methyl 1-methyl-5-(2-phenyl-[1,2,4]triazolo[1,5-a]pyridin-7-ylcarbamoyl)-1H-pyrazole-4-carboxylate). Isolated yield 94.5%. RXN SMILES: [C:1]1([C:7]2[N:16]=[C:10]3[CH:11]=[C:12]([NH2:15])[CH:13]=[CH:14][N:9]3[N:8]=2)[CH:6]=[CH:5][CH:4]=[CH:3][CH:2]=1.[CH3:17][O:18][C:19]([C:21]1[CH:22]=[N:23][N:24]([CH3:29])[C:25]=1[C:26](O)=[O:27])=[O:20].CCCP(=O)=O.C(N(C(C)C)CC)(C)C>O1CCCC1.C(=O)(O)[O-].[Na+]>[CH3:29][N:24]1[C:25]([C:26](=[O:27])[NH:15][C:12]2[CH:13]=[CH:14][N:9]3[N:8]=[C:7]([C:1]4[CH:2]=[CH:3][CH:4]=[CH:5][CH:6]=4)[N:16]=[C:10]3[CH:11]=2)=[C:21]([C:19]([O:18][CH3:17])=[O:20])[CH:22]=[N:23]1 |f:5.6|. Reported procedure: A solution of 2-phenyl-[1,2,4]triazolo[1,5-a]pyridin-7-ylamine (1.534 g, 7.3 mmol), 4-(methoxycarbonyl)-1-methyl-1H-pyrazole-5-carboxylic acid (1.61 g, 8.76 mmol), propylphosphonic anhydride (50% in ethyl acetate, 10.7 ml, 18.2 mmol) and diisopropylethylamine (5.1 ml, 29.2 mmol) in tetrahydrofurane (54 ml) is stirred at 70° C. for 1.25 hr giving a white suspension. The cooled suspension is poured in sat. aqueous sodium bicarbonate solution (200 ml), stirred at room temperature for 15 min and the... Reactants: Tris (2-aminoethyl)amine polystyrene, ClC=1C=C(CN2C[C@@H](OCC2)CN)C=CC1Cl (1-[(2S)-4-(3,4-Dichlorobenzyl)morpholin-2-yl]methanamine), C(CCCC)(=O)Cl (valeryl chloride), N1=CC=CC=C1 (pyridine). The solvent is ClCCl (dichloromethane). Run at temperature 20 celsius, time 16 hour. The product is ClC=1C=C(CN2C[C@@H](OCC2)CNC(CCCC)=O)C=CC1Cl (N-{[(2S)-4-(3,4-dichlorobenzyl)morpholin-2-yl]methyl}pentanamide). RXN SMILES: [Cl:1][C:2]1[CH:3]=[C:4]([CH:14]=[CH:15][C:16]=1[Cl:17])[CH2:5][N:6]1[CH2:11][CH2:10][O:9][C@@H:8]([CH2:12][NH2:13])[CH2:7]1.N1C=CC=CC=1.[C:24](Cl)(=[O:29])[CH2:25][CH2:26][CH2:27][CH3:28]>ClCCl>[Cl:1][C:2]1[CH:3]=[C:4]([CH:14]=[CH:15][C:16]=1[Cl:17])[CH2:5][N:6]1[CH2:11][CH2:10][O:9][C@@H:8]([CH2:12][NH:13][C:24](=[O:29])[CH2:25][CH2:26][CH2:27][CH3:28])[CH2:7]1. Reported procedure: A solution of Intermediate 9 (0.028 g) in dichloromethane (2 ml) containing a suspension of polyvinyl pyridine (0.1 g) was treated with valeryl chloride (0.018 ml), and the mixture was shaken at 20° C. for 16 h. Tris (2-aminoethyl)amine polystyrene scavenger resin (Argonaut Technologies, 4.46 mmol/g; 0.067 g) was added, and the mixture was shaken at 20° C. for 2 h. The mixture was filtered and the filtrate applied directly to a silica gel cartridge (1 g Varian Bond Elut). Elution with chloroform... Starting materials: C([O-])(O)=O.[Na+] (Sodium bicarbonate), Cl (Hydrochloric acid), C(C)OC(=C)C1=NC(=NC(=C1)COCC(F)(F)F)NC1=CC(=C(C=C1)N1C=NC(=C1)OC)OC (4-(1-Ethoxyvinyl)-N-(3-methoxy-4-(4-methoxy-1H-imidazol-1-yl)phenyl)-6-((2,2,2-trifluoro-ethoxy)methyl)pyrimidin-2-amine). Solvent: O (water), O1CCOCC1 (dioxane), [Cl-].[Na+].O (Brine). Run at temperature 40 celsius. The product is COC=1C=C(C=CC1N1C=NC(=C1)OC)NC1=NC(=CC(=N1)C(C)=O)COCC(F)(F)F (1-(2-(3-Methoxy-4-(4-methoxy-1H-imidazol-1-yl)phenylamino)-6-((2,2,2-trifluoroethoxy)-methyl)pyrimidin-4-yl)ethanone). Reaction SMILES: C([O:3][C:4]([C:6]1[CH:11]=[C:10]([CH2:12][O:13][CH2:14][C:15]([F:18])([F:17])[F:16])[N:9]=[C:8]([NH:19][C:20]2[CH:25]=[CH:24][C:23]([N:26]3[CH:30]=[C:29]([O:31][CH3:32])[N:28]=[CH:27]3)=[C:22]([O:33][CH3:34])[CH:21]=2)[N:7]=1)=[CH2:5])C.Cl.C(=O)(O)[O-].[Na+]>O1CCOCC1.O.[Cl-].[Na+].O>[CH3:34][O:33][C:22]1[CH:21]=[C:20]([NH:19][C:8]2[N:7]=[C:6]([C:4](=[O:3])[CH3:5])[CH:11]=[C:10]([CH2:12][O:13][CH2:14][C:15]([F:16])([F:17])[F:18])[N:9]=2)[CH:25]=[CH:24][C:23]=1[N:26]1[CH:30]=[C:29]([O:31][CH3:32])[N:28]=[CH:27]1 |f:2.3,6.7.8|. Procedure: 4-(1-Ethoxyvinyl)-N-(3-methoxy-4-(4-methoxy-1H-imidazol-1-yl)phenyl)-6-((2,2,2-trifluoro-ethoxy)methyl)pyrimidin-2-amine (0.31 g, 0.65 mmol) was dissolved in dioxane (30 mL) and water (3 mL). Hydrochloric acid (conc., 0.164 mL, 1.94 mmol) was added. The mixture was heated at 40° C. for 35 min. Sodium bicarbonate (1 g) was added. Brine (5 mL) was added and the mixture was extracted with EtOAc (×2). The combined organic phases were dried over sodium sulfate and evaporated to give the title compoun... The reactants are ClC1=NC(=NC=C1)NC1CC(NC(C1)(C)C)(C)C ((4-chloro-pyrimidin-2-yl)-(2,2,6,6-tetramethyl-piperidin-4-yl)-amine), C(C1=CC=CC=C1)OC=1SC=CC1 (2-benzyloxy-thiophene). Product: C(C1=CC=CC=C1)OC1=CC=C(S1)C1=NC(=NC=C1)NC1CC(NC(C1)(C)C)(C)C ([4-(5-Benzyloxy-thiophen-2-yl)-pyrimidin-2-yl]-(2,2,6,6-tetramethyl-piperidin-4-yl)-amine). Reaction SMILES: Cl[C:2]1[CH:7]=[CH:6][N:5]=[C:4]([NH:8][CH:9]2[CH2:14][C:13]([CH3:16])([CH3:15])[NH:12][C:11]([CH3:18])([CH3:17])[CH2:10]2)[N:3]=1.[CH2:19]([O:26][C:27]1[S:28][CH:29]=[CH:30][CH:31]=1)[C:20]1[CH:25]=[CH:24][CH:23]=[CH:22][CH:21]=1>>[CH2:19]([O:26][C:27]1[S:28][C:29]([C:2]2[CH:7]=[CH:6][N:5]=[C:4]([NH:8][CH:9]3[CH2:14][C:13]([CH3:16])([CH3:15])[NH:12][C:11]([CH3:18])([CH3:17])[CH2:10]3)[N:3]=2)=[CH:30][CH:31]=1)[C:20]1[CH:21]=[CH:22][CH:23]=[CH:24][CH:25]=1. Procedure details: The title compound was prepared analogous to Method C, starting from (4-chloro-pyrimidin-2-yl)-(2,2,6,6-tetramethyl-piperidin-4-yl)-amine and 2-benzyloxy-thiophene. The reactants are CO, Cl, CN(CC1OC(n2cnc3c(N)ncnc32)C2OC(C)(C)OC12)C1CC(CNC(=O)Nc2ccc(C(C)(C)C)cc2)C1. Yields the product CN(CC1OC(n2cnc3c(N)ncnc32)C(O)C1O)C1CC(CNC(=O)Nc2ccc(C(C)(C)C)cc2)C1. RXN SMILES: [CH3:44][OH:45].[ClH:43].[NH2:1][c:2]1[c:3]2[n:4][cH:5][n:6]([CH:11]3[O:12][CH:13]([CH2:21][N:22]([CH:23]4[CH2:24][CH:25]([CH2:27][NH:28][C:29](=[O:30])[NH:31][c:32]5[cH:33][cH:34][c:35]([C:38]([CH3:39])([CH3:40])[CH3:41])[cH:36][cH:37]5)[CH2:26]4)[CH3:42])[CH:14]4[CH:15]3[O:16][C:17]([CH3:19])([CH3:20])[O:18]4)[c:7]2[n:8][cH:9][n:10]1>>[NH2:1][c:2]1[c:3]2[n:4][cH:5][n:6]([CH:11]3[O:12][CH:13]([CH2:21][N:22]([CH:23]4[CH2:24][CH:25]([CH2:27][NH:28][C:29](=[O:30])[NH:31][c:32]5[cH:33][cH:34][c:35]([C:38]([CH3:39])([CH3:40])[CH3:41])[cH:36][cH:37]5)[CH2:26]4)[CH3:42])[CH:14]([OH:18])[CH:15]3[OH:16])[c:7]2[n:8][cH:9][n:10]1.